Dataset: the Open Reaction Database (ORD), a public repository of structured organic reaction records. Task: describe an organic reaction: reactants, conditions, products, and yield Reactants: FC1=C(C=CC(=C1)C1=NN(C=N1)COCC[Si](C)(C)C)C=1C=NN2C1N=C(C=C2)N2C(OC[C@@H]2C(C)C)=O ((4S)-3-(3-(2-fluoro-4-(1-((2-(trimethylsilyl)ethoxy)methyl)-1H-1,2,4-triazol-3-yl)phenyl)pyrazolo[1,5-a]pyrimidin-5-yl)-4-isopropyloxazolidin-2-one), FC1=C(C=CC(=C1)C1=NC=NN1COCC[Si](C)(C)C)C=1C=NN2C1N=C(C=C2)N2C(OC[C@@H]2C(C)C)=O ((4S)-3-(3-(2-fluoro-4-(1-((2-(trimethylsilyl)ethoxy)methyl)-1H-1,2,4-triazol-5-yl)phenyl)pyrazolo[1,5-a]pyrimidin-5-yl)-4-isopropyloxazolidin-2-one). The product is FC1=C(C=CC(=C1)C1=NNC=N1)C=1C=NN2C1N=C(C=C2)N2C(OC[C@@H]2C(C)C)=O ((4S)-3-(3-(2-Fluoro-4-(1H-1,2,4-triazol-3-yl)phenyl)pyrazolo[1,5-a]pyrimidin-5-yl)-4-isopropyloxazolidin-2-one). Isolated yield 48.0%. Reaction SMILES: [F:1][C:2]1[CH:7]=[C:6]([C:8]2[N:12]=[CH:11][N:10](COCC[Si](C)(C)C)[N:9]=2)[CH:5]=[CH:4][C:3]=1[C:21]1[CH:22]=[N:23][N:24]2[CH:29]=[CH:28][C:27]([N:30]3[C@@H:34]([CH:35]([CH3:37])[CH3:36])[CH2:33][O:32][C:31]3=[O:38])=[N:26][C:25]=12.FC1C=C(C2N(COCC[Si](C)(C)C)N=CN=2)C=CC=1C1C=NN2C=CC(N3[C@@H](C(C)C)COC3=O)=NC=12>>[F:1][C:2]1[CH:7]=[C:6]([C:8]2[N:12]=[CH:11][NH:10][N:9]=2)[CH:5]=[CH:4][C:3]=1[C:21]1[CH:22]=[N:23][N:24]2[CH:29]=[CH:28][C:27]([N:30]3[C@@H:34]([CH:35]([CH3:36])[CH3:37])[CH2:33][O:32][C:31]3=[O:38])=[N:26][C:25]=12. Procedure: (4S)-3-(3-(2-Fluoro-4-(1H-1,2,4-triazol-3-yl)phenyl)pyrazolo[1,5-a]pyrimidin-5-yl)-4-isopropyloxazolidin-2-one (0.186 g, 48%) was prepared by the procedure described in Example 1, Step 9, using a mixture of (4S)-3-(3-(2-fluoro-4-(1-((2-(trimethylsilyl)ethoxy)methyl)-1H-1,2,4-triazol-3-yl)phenyl)pyrazolo[1,5-a]pyrimidin-5-yl)-4-isopropyloxazolidin-2-one and (4S)-3-(3-(2-fluoro-4-(1-((2-(trimethylsilyl)ethoxy)methyl)-1H-1,2,4-triazol-5-yl)phenyl)pyrazolo[1,5-a]pyrimidin-5-yl)-4-isopropyloxazolidin... The reactants are ice, FC1=C(C=C(C=C1)C1NC2=CC=C(C=C2CC1(C)C)C(=O)[O-])[N+](=O)[O-] (2-(4-fluoro-3-nitrophenyl)-3,3-dimethyl-1,2,3,4-tetrahydroquinoline-6-carboxylate), C1(CCCCC1)C(=O)O (cyclohexanecarboxylic acid), C(C)(C)N(C(C)C)CC (N,N-diisopropylethylamine), P(=O)(Cl)(Cl)Cl (phosphorus oxychloride). Solvent: ClCCl (dichloromethane). Reaction conditions: time 2.5 hour. Yields the product C1(CCCCC1)C(=O)NC=1C=C(C=CC1F)C1NC2=CC=C(C=C2CC1(C)C)C(=O)OC (methyl 2-(3-(cyclohexanecarboxamido)-4-fluorophenyl)-3,3-dimethyl-1,2,3,4-tetrahydroquinoline-6-carboxylate). The yield is 86.0%. RXN SMILES: [F:1][C:2]1[CH:7]=[CH:6][C:5]([CH:8]2[C:17]([CH3:19])([CH3:18])[CH2:16][C:15]3[C:10](=[CH:11][CH:12]=[C:13]([C:20]([O-:22])=[O:21])[CH:14]=3)[NH:9]2)=[CH:4][C:3]=1[N+:23]([O-])=O.[CH:26]1([C:32]([OH:34])=O)[CH2:31][CH2:30][CH2:29][CH2:28][CH2:27]1.[CH:35](N(CC)C(C)C)(C)C.P(Cl)(Cl)(Cl)=O>ClCCl>[CH:26]1([C:32]([NH:23][C:3]2[CH:4]=[C:5]([CH:8]3[C:17]([CH3:19])([CH3:18])[CH2:16][C:15]4[C:10](=[CH:11][CH:12]=[C:13]([C:20]([O:22][CH3:35])=[O:21])[CH:14]=4)[NH:9]3)[CH:6]=[CH:7][C:2]=2[F:1])=[O:34])[CH2:31][CH2:30][CH2:29][CH2:28][CH2:27]1. Procedure: To an ice-cold mixture of 2-(4-fluoro-3-nitrophenyl)-3,3-dimethyl-1,2,3,4-tetrahydroquinoline-6-carboxylate (0.3 mmol, 1.0 eq.), cyclohexanecarboxylic acid (0.46 mmol, 1.5 eq.), N,N-diisopropylethylamine (0.6 mmol, 2.0 eq.) in dichloromethane (5 mL) was added a solution of phosphorus oxychloride (0.36 mmol, 1.2 eq.). Then the reaction mixture was stirred at room temperature for 2.5 hours. LC-MS indicated that the starting material was consumed completely. The reaction was quenched by 20 mL water... Reactants: C(C1=CC=CC=C1)ON1C(C2=CC=CC=3C2=C(C1=O)C=C(C3OC)F)=O (2-benzyloxy-5-fluoro-6-methoxy-benzo[de]isoquinoline-1,3-dione), N1CCCC1 (pyrrolidine). Run in [Cl-].[Na+].O (brine). Yields the product C(C1=CC=CC=C1)ON1C(C2=CC=CC=3C2=C(C1=O)C=C(C3N3CCCC3)F)=O (2-Benzyloxy-5-fluoro-6-(pyrrolidin-1-yl)-benzo[de]isoquinoline-1,3-dione). As a reaction SMILES: [CH2:1]([O:8][N:9]1[C:18](=[O:19])[C:17]2[CH:20]=[C:21]([F:25])[C:22](OC)=[C:15]3[C:16]=2[C:11](=[CH:12][CH:13]=[CH:14]3)[C:10]1=[O:26])[C:2]1[CH:7]=[CH:6][CH:5]=[CH:4][CH:3]=1.[NH:27]1[CH2:31][CH2:30][CH2:29][CH2:28]1>[Cl-].[Na+].O>[CH2:1]([O:8][N:9]1[C:18](=[O:19])[C:17]2[CH:20]=[C:21]([F:25])[C:22]([N:27]3[CH2:31][CH2:30][CH2:29][CH2:28]3)=[C:15]3[C:16]=2[C:11](=[CH:12][CH:13]=[CH:14]3)[C:10]1=[O:26])[C:2]1[CH:7]=[CH:6][CH:5]=[CH:4][CH:3]=1 |f:2.3.4|. Reported procedure: A solution of 48 mg (0.14 mmol) of 2-benzyloxy-5-fluoro-6-methoxy-benzo[de]isoquinoline-1,3-dione (from Example Y3) in 1 mL of pyrrolidine was refluxed for 1 hour and poured into 15 mL of brine. The precipitate was isolated and washed with water until washings were colorless. The solid was dried to yield 32 mg of the title compound. Starting materials: ClCCO (2-chloroethanol), S(O)(O)(=O)=O (sulphuric acid), FC1=CC=C(C(C2=CC=C(C=C2)F)O)C=C1 (4,4'-difluorobenzhydrol). Run in C1(=CC=CC=C1)C (toluene), C1(=CC=CC=C1)C (toluene). Product: ClCCC(C1=CC=C(C=C1)F)C1=CC=C(C=C1)F ([1-(2-chloroethyl)]-bis-(4-fluorophenyl)methane). Yield: 95.0%. As a reaction SMILES: [Cl:1][CH2:2][CH2:3]O.S(=O)(=O)(O)O.[F:10][C:11]1[CH:25]=[CH:24][C:14]([CH:15](O)[C:16]2[CH:21]=[CH:20][C:19]([F:22])=[CH:18][CH:17]=2)=[CH:13][CH:12]=1>C1(C)C=CC=CC=1>[Cl:1][CH2:2][CH2:3][CH:15]([C:14]1[CH:24]=[CH:25][C:11]([F:10])=[CH:12][CH:13]=1)[C:16]1[CH:17]=[CH:18][C:19]([F:22])=[CH:20][CH:21]=1. Procedure: To a solution of 29,3 g of 2-chloroethanol in toluene 2 ml of concentrated sulphuric acid were added, after which 50 g of 4,4'-difluorobenzhydrol were added under stirring. The mixture was refluxed for 2 h, cooled and more toluene added. The organic phase was washed successively with water, aqueous sodium carbonate, and water and then dried. The solvent was evaporated to give 65 g of a crude product which was distilled to obtain 57.5 g (89,5%) of [1-(2-chloroethyl)]-bis-(4-fluorophenyl)methane. Reactants: CC1=C(SC(=C1)C1=NC=C(C=C1)C(F)(F)F)C=O (3-methyl-5-[5-(trifluoromethyl)pyridin-2-yl]thiophene-2-carbaldehyde), CC1=C(SC(=C1)C1=NC=C(C=C1)C(F)(F)F)C=O (3-methyl-5-[5-(trifluoromethyl)pyridin-2-yl]thiophene-2-carbaldehyde), [BH4-].[Na+] (sodium borohydride). Solvent: O1CCCC1 (tetrahydrofuran), O (water). Run at time 30 minute. Yields the product CC1=C(SC(=C1)C1=NC=C(C=C1)C(F)(F)F)CO ({3-methyl-5-[5-(trifluoromethyl)pyridin-2-yl]thien-2-yl}methanol). As a reaction SMILES: [CH3:1][C:2]1[CH:6]=[C:5]([C:7]2[CH:12]=[CH:11][C:10]([C:13]([F:16])([F:15])[F:14])=[CH:9][N:8]=2)[S:4][C:3]=1[CH:17]=[O:18].[BH4-].[Na+]>O1CCCC1.O>[CH3:1][C:2]1[CH:6]=[C:5]([C:7]2[CH:12]=[CH:11][C:10]([C:13]([F:16])([F:15])[F:14])=[CH:9][N:8]=2)[S:4][C:3]=1[CH2:17][OH:18] |f:1.2|. Procedure: A mixture of 3-methyl-5-[5-(trifluoromethyl)pyridin-2-yl]thiophene-2-carbaldehyde (intermediate 78, 0.144 g) in tetrahydrofuran (10 ml) and water (15 ml) was treated with sodium borohydride (0.03 g). The reaction was stirred at room temperature for 30 minutes, extracted with ethyl acetate and the organic layer washed with water and dried with brine and over magnesium sulfate. The title compound was isolated after removal of the desiccant and evaporation of the solvent. The reactants are F[B-](F)(F)F, COC(=O)c1ccccc1CSc1ccc(CC(=O)O)cc1, CCN(C(C)C)C(C)C, CCCCCCCNCc1ccc(F)cc1F, CN(C)C=O, On1nnc2ccccc21, CN(C)C(On1nnc2ccccc21)=[N+](C)C. The product is CCCCCCCN(Cc1ccc(F)cc1F)C(=O)Cc1ccc(SCc2ccccc2C(=O)OC)cc1. As a reaction SMILES: [B-:50]([F:51])([F:52])([F:53])[F:54].[CH3:1][O:2][C:3](=[O:4])[c:5]1[c:6]([CH2:7][S:8][c:9]2[cH:10][cH:11][c:12]([CH2:15][C:16](=[O:17])[OH:18])[cH:13][cH:14]2)[cH:19][cH:20][cH:21][cH:22]1.[CH:72]([N:73]([CH2:74][CH3:75])[CH:76]([CH3:77])[CH3:78])([CH3:79])[CH3:80].[F:23][c:24]1[c:25]([CH2:26][NH:27][CH2:28][CH2:29][CH2:30][CH2:31][CH2:32][CH2:33][CH3:34])[cH:35][cH:36][c:37]([F:39])[cH:38]1.[O:81]=[CH:82][N:83]([CH3:84])[CH3:85].[OH:40][n:41]1[c:42]2[c:43]([cH:44][cH:45][cH:46][cH:47]2)[n:48][n:49]1.[n:55]1([O:56][C:57]([N:58]([CH3:59])[CH3:60])=[N+:61]([CH3:62])[CH3:63])[c:64]2[cH:65][cH:66][cH:67][cH:68][c:69]2[n:70][n:71]1>>[CH3:1][O:2][C:3](=[O:4])[c:5]1[c:6]([CH2:7][S:8][c:9]2[cH:10][cH:11][c:12]([CH2:15][C:16](=[O:18])[N:27]([CH2:26][c:25]3[c:24]([F:23])[cH:38][c:37]([F:39])[cH:36][cH:35]3)[CH2:28][CH2:29][CH2:30][CH2:31][CH2:32][CH2:33][CH3:34])[cH:13][cH:14]2)[cH:19][cH:20][cH:21][cH:22]1. Reactants: O=C(O)c1cc(C(F)(F)F)nn1Cc1ccccc1, N, [Na]. Product: O=C(O)c1cc(C(F)(F)F)n[nH]1. Reaction SMILES: [CH2:1]([c:2]1[cH:3][cH:4][cH:5][cH:6][cH:7]1)[n:8]1[n:9][c:10]([C:16]([F:17])([F:18])[F:19])[cH:11][c:12]1[C:13](=[O:14])[OH:15].[NH3:21].[Na:20]>>[nH:8]1[n:9][c:10]([C:16]([F:17])([F:18])[F:19])[cH:11][c:12]1[C:13](=[O:14])[OH:15].